This data is from the Open Reaction Database (ORD), a public repository of structured organic reaction records. The task is: describe an organic reaction: reactants, conditions, products, and yield Reactants: [H-].[H-].[H-].[H-].[Li+].[Al+3] (LAH), CC1(OC2=C(NC1=O)C=CC=C2)C (2,2-dimethyl-4H-benzo[1,4]oxazin-3-one). Solvent: C1CCOC1 (THF). Reaction conditions: temperature 25 celsius, time 1 hour. Yields the product CC1(OC2=C(NC1)C=CC=C2)C (2,2-dimethyl-3,4-dihydro-2H-benzo[1,4]oxazine). Isolated yield 94.5%. As a reaction SMILES: [H-].[H-].[H-].[H-].[Li+].[Al+3].[CH3:7][C:8]1([CH3:19])[C:13](=O)[NH:12][C:11]2[CH:15]=[CH:16][CH:17]=[CH:18][C:10]=2[O:9]1>C1COCC1>[CH3:7][C:8]1([CH3:19])[CH2:13][NH:12][C:11]2[CH:15]=[CH:16][CH:17]=[CH:18][C:10]=2[O:9]1 |f:0.1.2.3.4.5|. Procedure details: To a stirred solution of LAH (3.01 g, 79.10 mmol) in THF (80 mL) at 0° C. was added 2,2-dimethyl-4H-benzo[1,4]oxazin-3-one (7.00 g, 39.5 mmol) in portions and stirred the reaction mixture at 25° C. for 1 h and then 50° C. for 3 h. Reaction mixture was quenched by the addition cold saturated sodium sulfate solution and it was filtered through celite and extracted with DCM (100 mL×2), washed with brine (50 mL), dried over sodium sulfate, concentrated to give 2,2-dimethyl-3,4-dihydro-2H-benzo[1,4]o... Reactants: CCOC(=O)C1CC(CCCc2ccccc2)c2c(Cl)nc(NC3CCC3)c(=O)n21, CO, [Li+], [OH-], O=C(O)CC(O)(CC(=O)O)C(=O)O. Product: O=C(O)C1CC(CCCc2ccccc2)c2c(Cl)nc(NC3CCC3)c(=O)n21. RXN SMILES: [CH2:1]([CH3:2])[O:3][C:4](=[O:5])[CH:6]1[CH2:7][CH:8]([CH2:22][CH2:23][CH2:24][c:25]2[cH:26][cH:27][cH:28][cH:29][cH:30]2)[c:9]2[n:10]1[c:11](=[O:21])[c:12]([NH:16][CH:17]1[CH2:18][CH2:19][CH2:20]1)[n:13][c:14]2[Cl:15].[CH3:46][OH:47].[Li+:32].[OH-:31].[OH:33][C:34]([CH2:35][C:36]([C:37](=[O:38])[OH:39])([CH2:40][C:41](=[O:42])[OH:43])[OH:44])=[O:45]>>[O:3]=[C:4]([OH:5])[CH:6]1[CH2:7][CH:8]([CH2:22][CH2:23][CH2:24][c:25]2[cH:26][cH:27][cH:28][cH:29][cH:30]2)[c:9]2[n:10]1[c:11](=[O:21])[c:12]([NH:16][CH:17]1[CH2:18][CH2:19][CH2:20]1)[n:13][c:14]2[Cl:15]. The reactants are CCOC(C)=O, Cl, CC(C)OC(=O)c1cc(N)c(F)c(F)n1, [Na+], O=C([O-])O. Yields the product CC(C)OC(=O)c1cc(N)c(F)c(Cl)n1. Reaction SMILES: [CH3:22][CH2:23][O:24][C:25]([CH3:26])=[O:27].[ClH:21].[NH2:1][c:2]1[cH:3][c:4]([C:10](=[O:11])[O:12][CH:13]([CH3:14])[CH3:15])[n:5][c:6]([F:9])[c:7]1[F:8].[Na+:20].[O-:16][C:17]([OH:18])=[O:19]>>[NH2:1][c:2]1[cH:3][c:4]([C:10](=[O:11])[O:12][CH:13]([CH3:14])[CH3:15])[n:5][c:6]([Cl:21])[c:7]1[F:8].